This data is from the Open Reaction Database (ORD), a public repository of structured organic reaction records. The task is: describe an organic reaction: reactants, conditions, products, and yield Reactants: FC(C=1C(=CC(=NC1)OC)I)F (5-(difluoromethyl)-4-iodo-2-methoxypyridine), ClC=1C=CC(=C(C1)B(O)O)C#N (5-chloro-2-cyanophenylboronic acid), [1,1-bis(diphenylphosphino)ferrocene]palladium(II) chloride dichloromethane. Product: ClC1=CC(=C(C#N)C=C1)C1=CC(=NC=C1C(F)F)OC (4-Chloro-2-[5-(difluoromethyl)-2-methoxypyridin-4-yl]benzonitrile). RXN SMILES: [F:1][CH:2]([F:12])[C:3]1[C:4](I)=[CH:5][C:6]([O:9][CH3:10])=[N:7][CH:8]=1.[Cl:13][C:14]1[CH:15]=[CH:16][C:17]([C:23]#[N:24])=[C:18](B(O)O)[CH:19]=1>>[Cl:13][C:14]1[CH:15]=[CH:16][C:17]([C:23]#[N:24])=[C:18]([C:4]2[C:3]([CH:2]([F:12])[F:1])=[CH:8][N:7]=[C:6]([O:9][CH3:10])[CH:5]=2)[CH:19]=1. Procedure: 616 mg (purity 83%, 1.79 mmol) of 5-(difluoromethyl)-4-iodo-2-methoxypyridine and 325 mg (1.79 mmol) of 5-chloro-2-cyanophenylboronic acid in the presence of [1,1-bis(diphenylphosphino)ferrocene]palladium(II) chloride/dichloromethane monoadduct were reacted according to General Method 2A. Yield: 223 mg (42% of theory) Reactants: COc1ncc(C(O)c2cc(OC)c(OC)cc2C(C)Cc2ccccc2)c(OC)n1, Cc1ccccc1, O=[Mn]=O. Yields the product COc1ncc(C(=O)c2cc(OC)c(OC)cc2C(C)Cc2ccccc2)c(OC)n1. As a reaction SMILES: [CH3:1][O:2][c:3]1[cH:4][c:5]([CH:23]([CH2:24][c:25]2[cH:26][cH:27][cH:28][cH:29][cH:30]2)[CH3:31])[c:6]([CH:11]([OH:12])[c:13]2[c:14]([O:21][CH3:22])[n:15][c:16]([O:19][CH3:20])[n:17][cH:18]2)[cH:7][c:8]1[O:9][CH3:10].[CH3:32][c:33]1[cH:34][cH:35][cH:36][cH:37][cH:38]1.[O:39]=[Mn:40]=[O:41]>>[CH3:1][O:2][c:3]1[cH:4][c:5]([CH:23]([CH2:24][c:25]2[cH:26][cH:27][cH:28][cH:29][cH:30]2)[CH3:31])[c:6]([C:11](=[O:12])[c:13]2[c:14]([O:21][CH3:22])[n:15][c:16]([O:19][CH3:20])[n:17][cH:18]2)[cH:7][c:8]1[O:9][CH3:10].